The task is: describe an organic reaction: reactants, conditions, products, and yield. This data is from the Open Reaction Database (ORD), a public repository of structured organic reaction records. Starting materials: CC(C)=O, N#Cc1ccc(Oc2ccc(C=O)cc2)nc1, [O-][Cl+][O-], NS(=O)(=O)O, [Na+], O, O. Product: N#Cc1ccc(Oc2ccc(C(=O)O)cc2)nc1. As a reaction SMILES: [CH3:28][C:29]([CH3:30])=[O:31].[CH:1](=[O:2])[c:3]1[cH:4][cH:5][c:6]([O:7][c:8]2[n:9][cH:10][c:11]([C:12]#[N:13])[cH:14][cH:15]2)[cH:16][cH:17]1.[Cl+:23]([O-:24])[O-:25].[NH2:18][S:19]([OH:20])(=[O:21])=[O:22].[Na+:26].[OH2:27].[OH2:32]>>[C:1](=[O:2])([c:3]1[cH:4][cH:5][c:6]([O:7][c:8]2[n:9][cH:10][c:11]([C:12]#[N:13])[cH:14][cH:15]2)[cH:16][cH:17]1)[OH:20].